From a dataset of the Open Reaction Database (ORD), a public repository of structured organic reaction records. describe an organic reaction: reactants, conditions, products, and yield The reactants are N[C@H]1[C@@H](CCCC1)NC(=O)NC1=C(C=CC=C1C(F)(F)F)Cl (N-(trans-2-aminocyclohexyl)-N′-(2-chloro-6-trifluoromethylphenyl)urea). The solvent is P(=O)(Cl)(Cl)Cl (phosphorus oxychloride). Product: Cl.ClC1=C(C(=CC=C1)C(F)(F)F)N=C1N[C@H]2[C@H](N1)CCCC2 (trans-(2-Chloro-6-trifluoromethylphenyl)-(octahydrobenzimidazol-2-ylidene)amine hydrochloride). Isolated yield 133.0%. RXN SMILES: [NH2:1][C@@H:2]1[CH2:7][CH2:6][CH2:5][CH2:4][C@H:3]1[NH:8][C:9]([NH:11][C:12]1[C:17]([C:18]([F:21])([F:20])[F:19])=[CH:16][CH:15]=[CH:14][C:13]=1[Cl:22])=O>P(Cl)(Cl)(Cl)=O>[ClH:22].[Cl:22][C:13]1[CH:14]=[CH:15][CH:16]=[C:17]([C:18]([F:21])([F:20])[F:19])[C:12]=1[N:11]=[C:9]1[NH:8][C@@H:3]2[CH2:4][CH2:5][CH2:6][CH2:7][C@H:2]2[NH:1]1 |f:2.3|. Reported procedure: 0.57 g of N-(trans-2-aminocyclohexyl)-N′-(2-chloro-6-trifluoromethylphenyl)urea in 20 ml of phosphorus oxychloride (POCl3) was boiled at reflux for 4–5 hours. The POCl3 was distilled off, water was added to the residue and the pH was adjusted to 7–8 using 2N NaOH. The mixture was then extracted with ethyl acetate, the organic solvent was distilled off and the residue was chromatographed on silica gel using a mixture of 20 parts of ethyl acetate, 10 parts of n-heptane and 3 parts of glacial aceti... Starting materials: NC1=C(C(=NN1C1=C(C=C(C=C1Cl)Cl)Cl)C(C)C)C#N (5-amino-4-cyano-3-isopropyl-1-(2,4,6-trichlorophenyl)pyrazole), OS(=O)(=O)O (H2SO4), [OH-].[Na+] (NaOH). Yields the product NC1=C(C(=NN1C1=C(C=C(C=C1Cl)Cl)Cl)C(C)C)C(=O)N (5-amino-3-isopropyl-1-(2,4,6-trichlorophenyl)pyrazole-4-carboxamide). Isolated yield 92.0%. RXN SMILES: [NH2:1][C:2]1[N:6]([C:7]2[C:12]([Cl:13])=[CH:11][C:10]([Cl:14])=[CH:9][C:8]=2[Cl:15])[N:5]=[C:4]([CH:16]([CH3:18])[CH3:17])[C:3]=1[C:19]#[N:20].[OH:21]S(O)(=O)=O.[OH-].[Na+]>>[NH2:1][C:2]1[N:6]([C:7]2[C:12]([Cl:13])=[CH:11][C:10]([Cl:14])=[CH:9][C:8]=2[Cl:15])[N:5]=[C:4]([CH:16]([CH3:18])[CH3:17])[C:3]=1[C:19]([NH2:20])=[O:21] |f:2.3|. Reported procedure: Part B: Thirty grams (91.0 mmol) of 5-amino-4-cyano-3-isopropyl-1-(2,4,6-trichlorophenyl)pyrazole was dissolved in 80 mL of con. H2SO4 and stirred 24 h at RT. The solution was added to cold aqueous NaOH, and the resulting precipitate was filtered, washed with water, and dried under vacuum to give 29.1 g (92%) of 5-amino-3-isopropyl-1-(2,4,6-trichlorophenyl)pyrazole-4-carboxamide as a white solid. 1H NMR (CDCl3, 300 MHz) δ 7.49(s, 2H); 5.06-5.63(m, 4H); 3.06(septet, 1H, J=6.8 Hz); 1.39(d, 6H, J=6... Reactants: CCO, CCOC(=O)COc1ccc(C=Cc2sc(-c3ccc(C(F)(F)F)cc3)nc2C)cc1C, C1COCCO1. The product is CCOC(=O)COc1ccc(CCc2sc(-c3ccc(C(F)(F)F)cc3)nc2C)cc1C. RXN SMILES: [CH2:39]([OH:40])[CH3:41].[CH3:1][c:2]1[c:3]([O:4][CH2:5][C:6](=[O:7])[O:8][CH2:9][CH3:10])[cH:11][cH:12][c:13]([CH:15]=[CH:16][c:17]2[c:18]([CH3:32])[n:19][c:20](-[c:22]3[cH:23][cH:24][c:25]([C:28]([F:29])([F:30])[F:31])[cH:26][cH:27]3)[s:21]2)[cH:14]1.[O:33]1[CH2:34][CH2:35][O:36][CH2:37][CH2:38]1>>[CH3:1][c:2]1[c:3]([O:4][CH2:5][C:6](=[O:7])[O:8][CH2:9][CH3:10])[cH:11][cH:12][c:13]([CH2:15][CH2:16][c:17]2[c:18]([CH3:32])[n:19][c:20](-[c:22]3[cH:23][cH:24][c:25]([C:28]([F:29])([F:30])[F:31])[cH:26][cH:27]3)[s:21]2)[cH:14]1. The reactants are OC(CN1N=C(CCC1=O)C1=CC=C(C=C1)Cl)CC (2-(2-hydroxy-butyl)-6-(p-chlorophenyl)-4,5-dihydro-3(2H)-pyridazinone), C1(CCC(=O)O1)=O (succinic anhydride), N1=CC=CC=C1 (pyridine), O (water). Solvent: C(Cl)Cl (methylene chloride). Product: C(CCC(=O)O)(=O)O.OC(CN1N=C(CCC1=O)C1=CC=C(C=C1)Cl)CC.OC(CN1N=C(CCC1=O)C1=CC=C(C=C1)Cl)CC (bis-[2-(2-hydroxy-butyl)-6-(p-chlorophenyl)-4,5-dihydro-3(2H)-pyridazinone] succinate). The yield is 56.5%. RXN SMILES: [OH:1][CH:2]([CH2:18][CH3:19])[CH2:3][N:4]1[C:9](=[O:10])[CH2:8][CH2:7][C:6]([C:11]2[CH:16]=[CH:15][C:14]([Cl:17])=[CH:13][CH:12]=2)=[N:5]1.[C:20]1(=[O:26])[O:25][C:23](=[O:24])[CH2:22][CH2:21]1.N1C=CC=CC=1.O>C(Cl)Cl>[C:20]([OH:25])(=[O:26])[CH2:21][CH2:22][C:23]([OH:1])=[O:24].[OH:1][CH:2]([CH2:18][CH3:19])[CH2:3][N:4]1[C:9](=[O:10])[CH2:8][CH2:7][C:6]([C:11]2[CH:12]=[CH:13][C:14]([Cl:17])=[CH:15][CH:16]=2)=[N:5]1.[OH:1][CH:2]([CH2:18][CH3:19])[CH2:3][N:4]1[C:9](=[O:10])[CH2:8][CH2:7][C:6]([C:11]2[CH:12]=[CH:13][C:14]([Cl:17])=[CH:15][CH:16]=2)=[N:5]1 |f:5.6.7|. Procedure details: A mixture of 25 grams (0.089 mol) of 2-(2-hydroxy-butyl)-6-(p-chlorophenyl)-4,5-dihydro-3(2H)-pyridazinone, 25 grams (0.25 mol) of succinic anhydride and 50 milliliters of pyridine are stirred and heated at 90° for 2.5 hours. The mixture is poured into 100 milliliters of water and 100 milliliters of methylene chloride. The organic layer is separated and washed twice with 100 milliliters of water following which it is treated with anhydrous magnesium sulfate and activated charcoal, filtered throu... The reactants are C(C)(=O)C(C(=O)OC1CCCC1)=CC1=C(C=CC=C1F)Cl (cyclopentyl 2-acetyl-3-(2-chloro-6-fluorophenyl)-2-propenoate), NC(=CC(=O)OCCC#N)C (2-cyanoethyl 3-amino-2-butenoate), C1(=CC=CC=C1)C.C(C)(=O)OCC (toluene ethyl acetate). Run in C(C)(C)O (isopropanol). Product: ClC1=C(C(=CC=C1)F)C1C(=C(NC(=C1C(=O)OC1CCCC1)C)C)C(=O)OCCC#N (2-Cyanoethyl cyclopentyl 4-(2-chloro-6-fluorophenyl)-1,4-dihydro-2,6-dimethylpyridine-3,5-dicarboxylate). Yield: 56.8%. As a reaction SMILES: [C:1]([C:4](=[CH:13][C:14]1[C:19]([F:20])=[CH:18][CH:17]=[CH:16][C:15]=1[Cl:21])[C:5]([O:7][CH:8]1[CH2:12][CH2:11][CH2:10][CH2:9]1)=[O:6])(=O)[CH3:2].[NH2:22][C:23]([CH3:32])=[CH:24][C:25]([O:27][CH2:28][CH2:29][C:30]#[N:31])=[O:26].C1(C)C=CC=CC=1.C(OCC)(=O)C>C(O)(C)C>[Cl:21][C:15]1[CH:16]=[CH:17][CH:18]=[C:19]([F:20])[C:14]=1[CH:13]1[C:4]([C:5]([O:7][CH:8]2[CH2:12][CH2:11][CH2:10][CH2:9]2)=[O:6])=[C:1]([CH3:2])[NH:22][C:23]([CH3:32])=[C:24]1[C:25]([O:27][CH2:28][CH2:29][C:30]#[N:31])=[O:26] |f:2.3|. Reported procedure: 280 g (0.63 mol) of cyclopentyl 2-acetyl-3-(2-chloro-6-fluorophenyl)-2-propenoate are dissolved with 97.2 g (0.63 mol) of 2-cyanoethyl 3-amino-2-butenoate in 400 ml of isopropanol and the solution is heated under reflux for about 8 hours until monitoring by thin layer chromatography (silica gel, toluene/ethyl acetate 5:1) shows complete conversion. The reaction mixture is concentrated and the residue is taken up twice more with toluene and the mixture concentrated again. Filtration twice over 2 ...